The task is: describe an organic reaction: reactants, conditions, products, and yield. This data is from the Open Reaction Database (ORD), a public repository of structured organic reaction records. Reactants: O=C(n1ccnc1)n1ccnc1, CC(=O)O, C1CCC2=NCCCN2CC1, CS(N)(=O)=O, Cl, O=C(O)C1CCN(CC2=Cc3c(F)cc(OCc4ccc(C(F)(F)F)cc4C(F)(F)F)cc3OC2)C1, C1COCCO1, CN(C)C=O, C1COCCO1. Yields the product Cl, CS(=O)(=O)NC(=O)C1CCN(CC2=Cc3c(F)cc(OCc4ccc(C(F)(F)F)cc4C(F)(F)F)cc3OC2)C1. RXN SMILES: [C:37]([n:38]1[cH:39][cH:40][n:41][cH:42]1)([n:43]1[cH:44][cH:45][n:46][cH:47]1)=[O:48].[C:83]([OH:84])(=[O:85])[CH3:86].[CH2:54]1[CH2:55][CH2:56][C:57]2=[N:62][CH2:61][CH2:60][CH2:59][N:58]2[CH2:63][CH2:64]1.[CH3:49][S:50](=[O:51])(=[O:52])[NH2:53].[ClH:65].[F:1][C:2]([c:3]1[c:4]([CH2:5][O:6][c:7]2[cH:8][c:9]([F:26])[c:10]3[c:15]([cH:16]2)[O:14][CH2:13][C:12]([CH2:17][N:18]2[CH2:19][CH:20]([C:23](=[O:24])[OH:25])[CH2:21][CH2:22]2)=[CH:11]3)[cH:27][cH:28][c:29]([C:31]([F:32])([F:33])[F:34])[cH:30]1)([F:35])[F:36].[O:66]1[CH2:67][CH2:68][O:69][CH2:70][CH2:71]1.[O:72]=[CH:73][N:74]([CH3:75])[CH3:76].[O:77]1[CH2:78][CH2:79][O:80][CH2:81][CH2:82]1>>[ClH:65].[F:1][C:2]([c:3]1[c:4]([CH2:5][O:6][c:7]2[cH:8][c:9]([F:26])[c:10]3[c:15]([cH:16]2)[O:14][CH2:13][C:12]([CH2:17][N:18]2[CH2:19][CH:20]([C:23](=[O:24])[NH:53][S:50]([CH3:49])(=[O:51])=[O:52])[CH2:21][CH2:22]2)=[CH:11]3)[cH:27][cH:28][c:29]([C:31]([F:32])([F:33])[F:34])[cH:30]1)([F:35])[F:36]. Starting materials: C(CCC)C1(C(C2=CC=C(C=C2C1)OCOC)=O)CCCC=C (2-butyl-5-(methoxymethoxy)-2-(4-pentenyl)-1-indanone), C(C=C)[Mg]Br (2-propenyl magnesium bromide), C(C=C)[Mg]Br (2-propenyl magnesium bromide). Run in O1CCCC1 (THF), O1CCCC1 (tetrahydrofuran). Product: C(CCC)C1(C(C2=CC=C(C=C2C1)OCOC)(O)C(=C)C)CCCC=C (2-butyl-1-isopropenyl-5-(methoxymethoxy)-2-(4-pentenyl)-1-indanol). RXN SMILES: [CH2:1]([C:5]1([CH2:19][CH2:20][CH2:21][CH:22]=[CH2:23])[CH2:13][C:12]2[C:7](=[CH:8][CH:9]=[C:10]([O:14][CH2:15][O:16][CH3:17])[CH:11]=2)[C:6]1=[O:18])[CH2:2][CH2:3][CH3:4].[CH2:24]([Mg]Br)[CH:25]=[CH2:26]>O1CCCC1>[CH2:1]([C:5]1([CH2:19][CH2:20][CH2:21][CH:22]=[CH2:23])[CH2:13][C:12]2[C:7](=[CH:8][CH:9]=[C:10]([O:14][CH2:15][O:16][CH3:17])[CH:11]=2)[C:6]1([C:25]([CH3:26])=[CH2:24])[OH:18])[CH2:2][CH2:3][CH3:4]. Procedure: A solution of 2-butyl-5-(methoxymethoxy)-2-(4-pentenyl)-1-indanone (400 mg, 1.27 mmol) in anhydrous tetrahydrofuran (THF, 5 mL) was placed under a N2 atmosphere, cooled in a dry ice-acetone bath, stirred, and treated with 2-propenyl magnesium bromide, (1M in THF, 1.9 mL, 1.9 mmol). After warming to room temperature, the mixture was treated with additional 2-propenyl magnesium bromide (1M in THF, 6 mL, 6 mmol) and stirred at room temperature overnight. The mixture was quenched with saturated aque... Starting materials: C[O-].[Na+] (sodium methoxide), CO (methanol), CNC1=NC=C(C=C1C=CC(=O)OCCCC)[N+](=O)[O-] (n-butyl 3-(2-(methylamino)-5-nitropyridin-3-yl)acrylate). The solvent is O (Water). Product: CN1C(C=CC2=CC(=CN=C12)[N+](=O)[O-])=O (1-methyl-6-nitro-1,8-naphthyridin-2(1H)-one). Isolated yield 76.0%. Reaction SMILES: C[O-].[Na+].CO.[CH3:6][NH:7][C:8]1[C:13]([CH:14]=[CH:15][C:16](OCCCC)=[O:17])=[CH:12][C:11]([N+:23]([O-:25])=[O:24])=[CH:10][N:9]=1>O>[CH3:6][N:7]1[C:8]2[C:13](=[CH:12][C:11]([N+:23]([O-:25])=[O:24])=[CH:10][N:9]=2)[CH:14]=[CH:15][C:16]1=[O:17] |f:0.1|. Reported procedure: 5M sodium methoxide (methanol solution) (0.5 ml) was added to a methanol solution (2 ml) containing n-butyl 3-(2-(methylamino)-5-nitropyridin-3-yl)acrylate (43 mg) obtained in the 1st step, followed by reflux for 3.5 hours. Water was added to the reaction solution, followed by extraction with ethyl acetate. The resultant was washed with saturated saline and dried over anhydrous sodium sulfate. Subsequently, the solvent was distilled away under reduced pressure, the obtained residue was purified ... Starting materials: CO, CCOC(=O)CCc1cnc(-c2ccc(C(CC3CCOCC3)c3ccc(S(=O)(=O)C4CC4)cc3)[nH]2)s1, [Ca+2], [Cl-], [Cl-], Cl, [Na+], C1CCOC1, [OH-], O. The product is O=C(O)CCc1cnc(-c2ccc(C(CC3CCOCC3)c3ccc(S(=O)(=O)C4CC4)cc3)[nH]2)s1. RXN SMILES: [CH3:45][OH:46].[CH:1]1([S:4](=[O:5])(=[O:6])[c:7]2[cH:8][cH:9][c:10]([CH:13]([CH2:14][CH:15]3[CH2:16][CH2:17][O:18][CH2:19][CH2:20]3)[c:21]3[cH:22][cH:23][c:24](-[c:26]4[s:27][c:28]([CH2:31][CH2:32][C:33](=[O:34])[O:35][CH2:36][CH3:37])[cH:29][n:30]4)[nH:25]3)[cH:11][cH:12]2)[CH2:2][CH2:3]1.[Ca+2:43].[Cl-:41].[Cl-:42].[ClH:40].[Na+:39].[O:47]1[CH2:48][CH2:49][CH2:50][CH2:51]1.[OH-:38].[OH2:44]>>[CH:1]1([S:4](=[O:5])(=[O:6])[c:7]2[cH:8][cH:9][c:10]([CH:13]([CH2:14][CH:15]3[CH2:16][CH2:17][O:18][CH2:19][CH2:20]3)[c:21]3[cH:22][cH:23][c:24](-[c:26]4[s:27][c:28]([CH2:31][CH2:32][C:33](=[O:34])[OH:35])[cH:29][n:30]4)[nH:25]3)[cH:11][cH:12]2)[CH2:2][CH2:3]1. The product is Cc1ncc2c(n1)-c1ccc(Cl)cc1C(c1ccccc1Cl)=[N+]([O-])C2. The reactants are ClCCl, Cc1ncc2c(n1)-c1ccc(Cl)cc1C(c1ccccc1Cl)=NC2, O=C(OO)c1cccc(Cl)c1. Reaction SMILES: [CH2:36]([Cl:37])[Cl:38].[Cl:1][c:2]1[cH:3][c:4]2[c:5]([cH:23][cH:24]1)-[c:6]1[c:7]([cH:18][n:19][c:20]([CH3:22])[n:21]1)[CH2:8][N:9]=[C:10]2[c:11]1[c:12]([Cl:17])[cH:13][cH:14][cH:15][cH:16]1.[OH:25][O:26][C:27]([c:28]1[cH:29][c:30]([Cl:31])[cH:32][cH:33][cH:34]1)=[O:35]>>[Cl:1][c:2]1[cH:3][c:4]2[c:5]([cH:23][cH:24]1)-[c:6]1[c:7]([cH:18][n:19][c:20]([CH3:22])[n:21]1)[CH2:8][N+:9]([O-:25])=[C:10]2[c:11]1[c:12]([Cl:17])[cH:13][cH:14][cH:15][cH:16]1. Product: C(C1=CC=CC=C1)N(C)C[C@H]1C[C@H](C1)O (cis-3-{[Benzyl(methyl)amino]methyl}cyclobutanol). Reported procedure: A solution of intermediate 2, N-benzyl-N-methyl-3-oxocyclobutanecarboxamide (27.9 g, 0.128 mol) in absolute THF (40 mL) was added to a suspension of LiAlH4 (9.75 g, 0.257 mol) in absolute THF (200 ml) under stirring in argon. The mixture was refluxed under stirring for 1 h and cooled. Then 10 N NaOH (25 mL) and water (25 mL) were added. The organic layer was decanted, and the aqueous one was extracted with THF (2×50 mL). The organic layers were evaporated. The residue was purified by chromatogra... Yield: 95.1%. Solvent: O (water), C1CCOC1 (THF), C1CCOC1 (THF). Starting materials: [OH-].[Na+] (NaOH), CN(S(=O)(=O)CC(F)(F)F)CC1CC(C1)OC1=CC=C(C=C1)CN1CCCC1 (2,2,2-Trifluoro-ethanesulfonic acid methyl-[3-(4-pyrrolidin-1-ylmethyl-phenoxy)-cyclobutylmethyl]-amide), C(C1=CC=CC=C1)N(C(=O)C1CC(C1)=O)C (N-benzyl-N-methyl-3-oxocyclobutanecarboxamide), [H-].[H-].[H-].[H-].[Li+].[Al+3] (LiAlH4). RXN SMILES: CN(CC1CC(OC2C=CC(CN3CCCC3)=CC=2)C1)S(CC(F)(F)F)(=O)=O.[CH2:29]([N:36]([CH3:44])[C:37]([CH:39]1[CH2:42][C:41](=[O:43])[CH2:40]1)=O)[C:30]1[CH:35]=[CH:34][CH:33]=[CH:32][CH:31]=1.[H-].[H-].[H-].[H-].[Li+].[Al+3].[OH-].[Na+]>C1COCC1.O>[CH2:29]([N:36]([CH2:37][C@@H:39]1[CH2:40][C@H:41]([OH:43])[CH2:42]1)[CH3:44])[C:30]1[CH:35]=[CH:34][CH:33]=[CH:32][CH:31]=1 |f:2.3.4.5.6.7,8.9|. The reactants are IC1=C2C(=NC=C1[N+](=O)[O-])OCC2 (4-iodo-5-nitro-2,3-dihydrofuro[2,3-b]pyridine), FC([C@@H]1C[C@@H](CNC1)NC(OC(C)(C)C)=O)(F)F (tert-butyl [(3S,5R)-5-(trifluoromethyl)piperidin-3-yl]carbamate), CCN(C(C)C)C(C)C (DIPEA). Run in CCO (EtOH). Reaction conditions: temperature 120 celsius, time 18 hour. Product: [N+](=O)([O-])C=1C(=C2C(=NC1)OCC2)N2C[C@H](C[C@H](C2)C(F)(F)F)NC(OC(C)(C)C)=O (tert-Butyl [(3S,5R)-1-(5-nitro-2,3-dihydrofuro[2,3-b]pyridin-4-yl)-5-(trifluoromethyl)piperidin-3-yl]carbamate). Yield: 69.1%. RXN SMILES: I[C:2]1[C:7]([N+:8]([O-:10])=[O:9])=[CH:6][N:5]=[C:4]2[O:11][CH2:12][CH2:13][C:3]=12.[F:14][C:15]([F:31])([F:30])[C@H:16]1[CH2:21][NH:20][CH2:19][C@@H:18]([NH:22][C:23](=[O:29])[O:24][C:25]([CH3:28])([CH3:27])[CH3:26])[CH2:17]1.CCN(C(C)C)C(C)C>CCO>[N+:8]([C:7]1[C:2]([N:20]2[CH2:21][C@H:16]([C:15]([F:31])([F:30])[F:14])[CH2:17][C@H:18]([NH:22][C:23](=[O:29])[O:24][C:25]([CH3:27])([CH3:26])[CH3:28])[CH2:19]2)=[C:3]2[CH2:13][CH2:12][O:11][C:4]2=[N:5][CH:6]=1)([O-:10])=[O:9]. Procedure: To a mixture of 4-iodo-5-nitro-2,3-dihydrofuro[2,3-b]pyridine (238.2 mg, 0.8157 mmol) and tert-butyl [(3S,5R)-5-(trifluoromethyl)piperidin-3-yl]carbamate (from MolBridge, 203.9 mg, 0.7600 mmol) was added EtOH (3.0 mL), followed by DIPEA (539.5 mg, 4.174 mmol). The mixture was stirred at 120° C. for 18 h. After cooling to room temperature, the reaction was concentrated under reduced pressure. The residue was purified by chromatography on silica gel (0-50% EtOAc in hexanes) to afford the sub-title...